This data is from the Open Reaction Database (ORD), a public repository of structured organic reaction records. The task is: describe an organic reaction: reactants, conditions, products, and yield Reactants: CC1=CC=C(C=C1)S(=O)(=O)ON=C1C=2C=CC=NC2CCC1 (7,8-Dihydro-5(6H)-quinolinone O-[(4-methylphenyl)sulfonyl]oxime), C(C)(=O)[O-].[K+] (potassium acetate). Solvent: CCO (EtOH), O (H2O). The product is N1=CC=CC=2NC(CCCC21)=O (5,7,8,9-Tetrahydro-pyrido[3,2-b]azepin-6-one). RXN SMILES: CC1C=CC(S(O[N:12]=[C:13]2[CH2:22][CH2:21][CH2:20][C:19]3[N:18]=[CH:17][CH:16]=[CH:15][C:14]2=3)(=O)=O)=CC=1.C([O-])(=[O:25])C.[K+]>CCO.O>[N:18]1[C:19]2[CH2:20][CH2:21][CH2:22][C:13](=[O:25])[NH:12][C:14]=2[CH:15]=[CH:16][CH:17]=1 |f:1.2|. Procedure: A mixture of 1.0 eq of 95 and 2.3 eq of potassium acetate in 70 mL of EtOH and 140 mL of H2O was refluxed for 17 hrs. After cooling to rt and rotary evaporation of the EtOH, the solution was made alkaline with 10 N NaOH. The mixture was extracted with chloroform (3×50 mL). The combined organic extracts were dried over MgSO4 and vacuum filtered. The filtrate was rotary evaporated and dried under vacuum to yield 96. The reactants are C=CCCCCC=C (1,7-octadiene), Cl[SiH2]Cl (dichlorosilane). Reagents/catalysts: [H+].[H+].Cl[Pt-2](Cl)(Cl)(Cl)(Cl)Cl (hexachloroplatinic acid). The solvent is glass. Run at time 120 hour. Yields the product C(=CCCCCCC)[Si](Cl)(Cl)C=CCCCCCC (bis(octenyl)dichlorosilane). The yield is 90.0%. As a reaction SMILES: [CH2:1]=[CH:2][CH2:3][CH2:4][CH2:5][CH2:6][CH:7]=[CH2:8].[Cl:9][SiH2:10][Cl:11]>[H+].[H+].Cl[Pt-2](Cl)(Cl)(Cl)(Cl)Cl>[CH:1]([Si:10]([CH:1]=[CH:2][CH2:3][CH2:4][CH2:5][CH2:6][CH2:7][CH3:8])([Cl:11])[Cl:9])=[CH:2][CH2:3][CH2:4][CH2:5][CH2:6][CH2:7][CH3:8] |f:2.3.4|. Procedure details: To a 100 ml glass ampoule equipped with a magnetic stirring bar was added hexachloroplatinic acid (0.15 ml, 0.090M solution in isopropanol). After the solvent was removed under reduced pressure, 1,7-octadiene (14.39 g, 130.6 mmoles) and dichlorosilane (2.08 g, 20.82 mmoles) were condensed in vacuo into the ampoule. The ampoule was sealed off, placed in an oil bath, and heated gradually to the final reaction temperature of 60° C. at which it was kept for 120 hours. After opening the ampoule into ... Reactants: ClC=1C(=CC(=NC1)F)C1=NC(=CC=C1)NCC1=CC(=CC=C1)F (5′-chloro-2′-fluoro-N-(3-fluorobenzyl)-2,4′-bipyridin-6-amine), ClC=1C(=CC(=NC1)F)C1=NC(=CC=C1)NCC1=CC(=CC=C1)F (5′-chloro-2′-fluoro-N-(3-fluorobenzyl)-2,4′-bipyridin-6-amine), CN (methyl amine), O (water). Run in CS(=O)C (DMSO). The product is ClC=1C(=CC(=NC1)NC)C1=NC(=CC=C1)NCC1=CC(=CC=C1)F (5′-chloro-N6-(3-fluorobenzyl)-N2′-methyl-2,4′-bipyridine-2′,6-diamine). Reaction SMILES: [Cl:1][C:2]1[C:3]([C:9]2[CH:14]=[CH:13][CH:12]=[C:11]([NH:15][CH2:16][C:17]3[CH:22]=[CH:21][CH:20]=[C:19]([F:23])[CH:18]=3)[N:10]=2)=[CH:4][C:5](F)=[N:6][CH:7]=1.[CH3:24][NH2:25].O>CS(C)=O>[Cl:1][C:2]1[C:3]([C:9]2[CH:14]=[CH:13][CH:12]=[C:11]([NH:15][CH2:16][C:17]3[CH:22]=[CH:21][CH:20]=[C:19]([F:23])[CH:18]=3)[N:10]=2)=[CH:4][C:5]([NH:25][CH3:24])=[N:6][CH:7]=1. Procedure details: A mixture of 5′-chloro-2′-fluoro-N-(3-fluorobenzyl)-2,4′-bipyridin-6-amine (Intermediate B) (15 mg, 0.045 mmol) was added DMSO (0.4 ml) and methyl amine 40% in water (200 μl, 2.293 mmol) in a microwave tube was microwaved at 145° C. for 900 seconds and the reaction progress was followed by LCMS. Most of the amine was removed under vacuum, 0.5 ml of DMSO was added, filtered and purified by prep LC. After lyapholization 13.9 mg of the title compound was obtained as a TFA salt. LCMS (m/z): 343.0 (M... The product is CNC(=O)N1CCC(CC1)NC1=NC(=C(C=C1)C(C1=C(C=CC=C1)F)=O)N (4-[6-Amino-5-(2-fluoro-benzoyl)-pyridin-2-ylamino]-piperidine-1-carboxylic acid methylamide). Reported procedure: The title compound was prepared from [2-Amino-6-(piperidin-4-ylamino)-pyridin-3-yl]-(2-fluoro-phenyl)-methanone (Example 9) and methyl isocyanate (Aldrich 98%) using the procedure described in Example 12. HRMS, observed: 371.1756, calcd for M+: 371.1758. RXN SMILES: [NH2:1][C:2]1[C:7]([C:8]([C:10]2[CH:15]=[CH:14][CH:13]=[CH:12][C:11]=2[F:16])=[O:9])=[CH:6][CH:5]=[C:4]([NH:17][CH:18]2[CH2:23][CH2:22][NH:21][CH2:20][CH2:19]2)[N:3]=1.[CH3:24][N:25]=[C:26]=[O:27]>>[CH3:24][NH:25][C:26]([N:21]1[CH2:20][CH2:19][CH:18]([NH:17][C:4]2[CH:5]=[CH:6][C:7]([C:8](=[O:9])[C:10]3[CH:15]=[CH:14][CH:13]=[CH:12][C:11]=3[F:16])=[C:2]([NH2:1])[N:3]=2)[CH2:23][CH2:22]1)=[O:27]. Reactants: NC1=NC(=CC=C1C(=O)C1=C(C=CC=C1)F)NC1CCNCC1 ([2-Amino-6-(piperidin-4-ylamino)-pyridin-3-yl]-(2-fluoro-phenyl)-methanone), CN=C=O (methyl isocyanate). Starting materials: O1C(CCCC1)OCCCCC=O (5-tetrahydropyranyloxypentanal), C(=O)C=P(C1=CC=CC=C1)(C1=CC=CC=C1)C1=CC=CC=C1 (formylmethylenetriphenylphosphorane). Product: O1C(CCCC1)OCCCC/C=C/C=O (7-Tetrahydropyranyloxy-2-trans-heptenal). RXN SMILES: [O:1]1[CH2:6][CH2:5][CH2:4][CH2:3][CH:2]1[O:7][CH2:8][CH2:9][CH2:10][CH2:11][CH:12]=O.[CH:14]([CH:16]=P(C1C=CC=CC=1)(C1C=CC=CC=1)C1C=CC=CC=1)=[O:15]>>[O:1]1[CH2:6][CH2:5][CH2:4][CH2:3][CH:2]1[O:7][CH2:8][CH2:9][CH2:10][CH2:11]/[CH:12]=[CH:16]/[CH:14]=[O:15]. Procedure details: from 16 g of 5-tetrahydropyranyloxypentanal [E.J. Corey et al., J. Am. Chem. Soc. 92, 6635 (1970)] and 26.1 g of formylmethylenetriphenylphosphorane. The reactants are COC1=CC=C(C=C1)C(C(CC)C1=CC=CC=C1)=O (1-(4'-methoxyphenyl)-2-phenyl-n-butan-1-one), CCOCC (ether), Cl.N1=CC=CC=C1 (pyridine hydrochloride), ice water. The solvent is C1(=CC=CC=C1)C.C(C)(=O)OCC (toluene ethyl acetate). Reaction conditions: temperature 220 celsius. The product is OC1=CC=C(C=C1)C(C(CC)C1=CC=CC=C1)=O (1-(4'-Hydroxyphenyl)-2-phenyl-n-butan-1-one). RXN SMILES: C[O:2][C:3]1[CH:8]=[CH:7][C:6]([C:9](=[O:19])[CH:10]([C:13]2[CH:18]=[CH:17][CH:16]=[CH:15][CH:14]=2)[CH2:11][CH3:12])=[CH:5][CH:4]=1.Cl.N1C=CC=CC=1.CCOCC>C1(C)C=CC=CC=1.C(OCC)(=O)C>[OH:2][C:3]1[CH:4]=[CH:5][C:6]([C:9](=[O:19])[CH:10]([C:13]2[CH:14]=[CH:15][CH:16]=[CH:17][CH:18]=2)[CH2:11][CH3:12])=[CH:7][CH:8]=1 |f:1.2,4.5|. Reported procedure: 25.4 G. (0.10 mole) 1-(4'-methoxyphenyl)-2-phenyl-n-butan-1-one and 34.5 g. (0.30 mole) pyridine hydrochloride are melted and refluxed at 220° C. for one hour while being agitated. The melt while still liquid is poured into ice water and the precipitate dissolved in 400 ml. ether. After washing the etheric solution with water, it is shaken out with 1 N sodium hydroxide solution. The aqueous alkaline solution is acidified with 5 N hydrochlc.ric acid and extracted with 500 ml. ether. The organic p... Run in C(Cl)Cl (CH2Cl2), CO (MeOH), C(Cl)Cl (CH2Cl2). Reactants: C(=O)(O)[O-].[Na+] (NaHCO3), NC=1C=C2CN(CC2=CC1)C(=O)OCC1=CC=CC=C1 (benzyl 5-amino-1,3-dihydro-2H-isoindole-2-carboxylate), ICl (ICl). Procedure details: To a solution of benzyl 5-amino-1,3-dihydro-2H-isoindole-2-carboxylate (560 mg, 2.09 mmol) in a mixture of CH2Cl2 (10 mL) and MeOH (2.5 mL), was added NaHCO3 (263 mg, 3.13 mmol) followed by 1M ICl in CH2Cl2 (2.1 mL, 2.1 mmol). The mixture was stirred for 30 min and then quenched with sat. aq. NaHSO3. The resulting mixture was extracted with EtOAc (3×). The combined organic layers were washed with brine, dried (Na2SO4), filtered and concentrated in vacuo. The residue was purified by flash chromat... Run at time 30 minute. Yields the product NC=1C=C2CN(CC2=CC1I)C(=O)OCC1=CC=CC=C1 (benzyl 5-amino-6-iodo-1,3-dihydro-2H-isoindole-2-carboxylate). As a reaction SMILES: [NH2:1][C:2]1[CH:3]=[C:4]2[C:8](=[CH:9][CH:10]=1)[CH2:7][N:6]([C:11]([O:13][CH2:14][C:15]1[CH:20]=[CH:19][CH:18]=[CH:17][CH:16]=1)=[O:12])[CH2:5]2.C([O-])(O)=O.[Na+].[I:26]Cl>C(Cl)Cl.CO>[NH2:1][C:2]1[CH:3]=[C:4]2[C:8](=[CH:9][C:10]=1[I:26])[CH2:7][N:6]([C:11]([O:13][CH2:14][C:15]1[CH:16]=[CH:17][CH:18]=[CH:19][CH:20]=1)=[O:12])[CH2:5]2 |f:1.2|.